From a dataset of the Open Reaction Database (ORD), a public repository of structured organic reaction records. describe an organic reaction: reactants, conditions, products, and yield Starting materials: C(C)(C)(C)OC(=O)NC1=NC(=C(C=C1)C#N)C (2-t-butoxycarbonylamino-5-cyano-6-methylpyridine). The reagents and catalysts are [Pd] (Pd/C). Solvent: C(C)(=O)O (acetic acid). Reaction conditions: time 88 hour. Product: C(C)(C)(C)OC(=O)NC1=NC(=C(C=C1)CN)C (2-t-Butoxycarbonylamino-5-aminomethyl-6-methylpyridine). RXN SMILES: [C:1]([O:5][C:6]([NH:8][C:9]1[CH:14]=[CH:13][C:12]([C:15]#[N:16])=[C:11]([CH3:17])[N:10]=1)=[O:7])([CH3:4])([CH3:3])[CH3:2]>C(O)(=O)C.[Pd]>[C:1]([O:5][C:6]([NH:8][C:9]1[CH:14]=[CH:13][C:12]([CH2:15][NH2:16])=[C:11]([CH3:17])[N:10]=1)=[O:7])([CH3:4])([CH3:3])[CH3:2]. Procedure: A mixture of 2-t-butoxycarbonylamino-5-cyano-6-methylpyridine (14.68 g, 62.9 mmol) and 10% Pd/C (1.5 g) in glacial acetic acid (150 ml) was shaken on a Parr apparatus at 60 psi for 88 h. The reaction was filtered through celite and was evaporated in vacuo. The residue was dissolved in water and the solution was washed with methylene chloride (2 times), then was basified with sodium carbonate and extracted with ethyl acetate (2 times). The combined ethyl acetate layers were dried (Na2SO4) and eva... The reactants are C1CCOC1, COC(=O)c1ccc(OC2C=CCCC2)cc1C(=O)OC, [H][H]. As a reaction SMILES: [CH2:24]1[O:25][CH2:26][CH2:27][CH2:28]1.[CH3:1][O:2][C:3]([c:4]1[c:5]([C:6](=[O:7])[O:8][CH3:9])[cH:10][c:11]([O:14][CH:15]2[CH:16]=[CH:17][CH2:18][CH2:19][CH2:20]2)[cH:12][cH:13]1)=[O:21].[H:22][H:23]>>[CH3:1][O:2][C:3]([c:4]1[c:5]([C:6](=[O:7])[O:8][CH3:9])[cH:10][c:11]([O:14][CH:15]2[CH2:16][CH2:17][CH2:18][CH2:19][CH2:20]2)[cH:12][cH:13]1)=[O:21]. Product: COC(=O)c1ccc(OC2CCCCC2)cc1C(=O)OC.